This data is from the Open Reaction Database (ORD), a public repository of structured organic reaction records. The task is: describe an organic reaction: reactants, conditions, products, and yield RXN SMILES: C[O:2][C:3]1[C:8]([CH2:9][N:10]2[CH2:15][CH2:14][N:13]([C:16]3[C:25]4[C:20](=[CH:21][CH:22]=[C:23]([C:26]5[C:27]([C:50]([F:53])([F:52])[F:51])=[N:28][N:29](C(C6C=CC=CC=6)(C6C=CC=CC=6)C6C=CC=CC=6)[CH:30]=5)[CH:24]=4)[N:19]=[CH:18][CH:17]=3)[CH2:12][CH2:11]2)=[CH:7][CH:6]=[CH:5][N:4]=1.COC1C(CN2CCN(C3C4C(=CC=C(Br)C=4)N=CC=3)CC2)=CC=CN=1.FC(F)(F)C1C(B(O)O)=CN(C(C2C=CC=CC=2)(C2C=CC=CC=2)C2C=CC=CC=2)N=1.[I-].[Na+].C[Si]([Cl:117])(C)C.S([O-])([O-])=O.[Na+].[Na+]>C(#N)C.O>[ClH:117].[F:53][C:50]([F:51])([F:52])[C:27]1[C:26]([C:23]2[CH:24]=[C:25]3[C:20](=[CH:21][CH:22]=2)[N:19]=[CH:18][CH:17]=[C:16]3[N:13]2[CH2:14][CH2:15][N:10]([CH2:9][C:8]3[C:3](=[O:2])[NH:4][CH:5]=[CH:6][CH:7]=3)[CH2:11][CH2:12]2)=[CH:30][NH:29][N:28]=1 |f:3.4,6.7.8,11.12|. The reactants are COC1=NC=CC=C1CN1CCN(CC1)C1=CC=NC2=CC=C(C=C12)C=1C(=NN(C1)C(C1=CC=CC=C1)(C1=CC=CC=C1)C1=CC=CC=C1)C(F)(F)F (4-{4-[(2-methoxy-3-pyridyl)methyl]piperazin-1-yl}-6-(3-(trifluoromethyl)-1-trityl-1H-4-pyrazolyl) quinoline), COC1=NC=CC=C1CN1CCN(CC1)C1=CC=NC2=CC=C(C=C12)Br (3-{[4-(6-bromo-4-quinolyl)piperazin-1-yl]methyl}-2-pyridyl methyl ether), FC(C1=NN(C=C1B(O)O)C(C1=CC=CC=C1)(C1=CC=CC=C1)C1=CC=CC=C1)(F)F (3-trifluoromethyl-1-trityl-1H-4-pyrazolylboronic acid), [I-].[Na+] (sodium iodide), C[Si](C)(C)Cl (trimethyl silyl chloride), S(=O)([O-])[O-].[Na+].[Na+] (sodium sulfite). The product is Cl.FC(C1=NNC=C1C=1C=C2C(=CC=NC2=CC1)N1CCN(CC1)CC=1C(NC=CC1)=O)(F)F (3-[(4-{6-[3-(Trifluoromethyl)-1H-4-pyrazolyl]-4-quinolyl}piperazin-1-yl)methyl]-1,2-dihydro-2-pyridinone hydrochloride). The solvent is O (water), C(C)#N (acetonitrile). Procedure: 117 mg 4-{4-[(2-methoxy-3-pyridyl)methyl]piperazin-1-yl}-6-(3-(trifluoromethyl)-1-trityl-1H-4-pyrazolyl) quinoline prepared by the same method as in Example 168 from 100 mg 3-{[4-(6-bromo-4-quinolyl)piperazin-1-yl]methyl}-2-pyridyl methyl ether (compound in Production Example 460) and 163 mg 3-trifluoromethyl-1-trityl-1H-4-pyrazolylboronic acid (compound in Production Example 31) was dissolved in acetonitrile, and 100 mg sodium iodide, 330 μl trimethyl silyl chloride and 1.5 μl water were added ... Reaction conditions: temperature 65 celsius, time 5 hour. Starting materials: O=C(Cl)c1ccccc1, CN(C)c1ccc(N)cc1, CN(C)c1ccc(NC(=O)c2ccccc2)cc1, [H-], NCl, [Na+], [Na], CN(C)C=O, c1ccncc1. The product is CN(C)c1ccc(NNC(=O)c2ccccc2)cc1. Reaction SMILES: [C:11]([Cl:12])(=[O:13])[c:14]1[cH:15][cH:16][cH:17][cH:18][cH:19]1.[CH3:1][N:2]([c:3]1[cH:4][cH:5][c:6]([NH2:7])[cH:8][cH:9]1)[CH3:10].[CH3:20][N:21]([CH3:22])[c:23]1[cH:24][cH:25][c:26]([NH:28][C:29]([c:30]2[cH:31][cH:32][cH:33][cH:34][cH:35]2)=[O:36])[cH:27][cH:37]1.[H-:38].[NH2:41][Cl:42].[Na+:39].[Na:40].[O:43]=[CH:44][N:45]([CH3:46])[CH3:47].[cH:48]1[cH:49][cH:50][n:51][cH:52][cH:53]1>>[CH3:1][N:2]([c:3]1[cH:4][cH:5][c:6]([NH:7][NH:28][C:29]([c:30]2[cH:31][cH:32][cH:33][cH:34][cH:35]2)=[O:36])[cH:8][cH:9]1)[CH3:10]. The reactants are COC1=C(C(=CC=C1)OC)C1CCCC(N1CC1=CC=C(C=C1)O)=O (6-(2,6-dimethoxyphenyl)-1-(4-hydroxybenzyl)piperidin-2-one), BrC(C)C (2-bromopropane). Product: COC1=C(C(=CC=C1)OC)C1CCCC(N1CC1=CC=C(C=C1)OC(C)C)=O (6-(2,6-dimethoxyphenyl)-1-(4-isopropoxybenzyl)piperidin-2-one). RXN SMILES: [CH3:1][O:2][C:3]1[CH:8]=[CH:7][CH:6]=[C:5]([O:9][CH3:10])[C:4]=1[CH:11]1[N:16]([CH2:17][C:18]2[CH:23]=[CH:22][C:21]([OH:24])=[CH:20][CH:19]=2)[C:15](=[O:25])[CH2:14][CH2:13][CH2:12]1.Br[CH:27]([CH3:29])[CH3:28]>>[CH3:1][O:2][C:3]1[CH:8]=[CH:7][CH:6]=[C:5]([O:9][CH3:10])[C:4]=1[CH:11]1[N:16]([CH2:17][C:18]2[CH:23]=[CH:22][C:21]([O:24][CH:27]([CH3:29])[CH3:28])=[CH:20][CH:19]=2)[C:15](=[O:25])[CH2:14][CH2:13][CH2:12]1. Procedure details: Prepared according to the described general procedure 7 (GP7) by O-alkylation of 6-(2,6-dimethoxyphenyl)-1-(4-hydroxybenzyl)piperidin-2-one with commercially available 2-bromopropane. Subsequent purification by preparative HPLC afforded the target compound. LC-MS (conditions E): tR=0.77 min.; [M+H]+: 384.28 g/mol. Procedure: Hydrogen chloride in dioxan (4.0 M, 5 mL, 24 mmol) was added to 3-(1,3-dioxolan-2-yl)propyl 4-(5-((3-(((tert-butoxycarbonyl)amino)(phenyl)methyl)-phenoxy)methyl)-1,2,4-oxadiazol-3-yl)benzoate (0.237 g, 0.41 mmol), and the resultant solution was stirred at ambient temperature for 2 hours. The solvent was evaporated at reduced pressure to afford the title compound (0.212 g, 100%). Isolated yield 100.0%. As a reaction SMILES: [ClH:1].O1CCOCC1.C(OC([NH:15][CH:16]([C:47]1[CH:52]=[CH:51][CH:50]=[CH:49][CH:48]=1)[C:17]1[CH:18]=[C:19]([CH:44]=[CH:45][CH:46]=1)[O:20][CH2:21][C:22]1[O:26][N:25]=[C:24]([C:27]2[CH:43]=[CH:42][C:30]([C:31]([O:33][CH2:34][CH2:35][CH2:36][CH:37]3[O:41][CH2:40][CH2:39][O:38]3)=[O:32])=[CH:29][CH:28]=2)[N:23]=1)=O)(C)(C)C>>[ClH:1].[NH2:15][CH:16]([C:47]1[CH:52]=[CH:51][CH:50]=[CH:49][CH:48]=1)[C:17]1[CH:18]=[C:19]([CH:44]=[CH:45][CH:46]=1)[O:20][CH2:21][C:22]1[O:26][N:25]=[C:24]([C:27]2[CH:28]=[CH:29][C:30]([C:31]([O:33][CH2:34][CH2:35][CH2:36][CH:37]3[O:38][CH2:39][CH2:40][O:41]3)=[O:32])=[CH:42][CH:43]=2)[N:23]=1 |f:3.4|. Reactants: Cl (Hydrogen chloride), O1CCOCC1 (dioxan), C(C)(C)(C)OC(=O)NC(C=1C=C(OCC2=NC(=NO2)C2=CC=C(C(=O)OCCCC3OCCO3)C=C2)C=CC1)C1=CC=CC=C1 (3-(1,3-dioxolan-2-yl)propyl 4-(5-((3-(((tert-butoxycarbonyl)amino)(phenyl)methyl)-phenoxy)methyl)-1,2,4-oxadiazol-3-yl)benzoate), resultant solution. The product is Cl.NC(C=1C=C(OCC2=NC(=NO2)C2=CC=C(C(=O)OCCCC3OCCO3)C=C2)C=CC1)C1=CC=CC=C1 (3-(1,3-dioxolan-2-yl)propyl 4-(5-((3-(amino(phenyl)methyl)phenoxy)methyl)-1,2,4-oxadiazol-3-yl)benzoate hydrochloride).